This data is from the Open Reaction Database (ORD), a public repository of structured organic reaction records. The task is: describe an organic reaction: reactants, conditions, products, and yield The reactants are N(=O)[O-].[Na+] (sodium nitrite), N[C@@H](CC1=CC=CC=C1)C(=O)O (L-phenylalanine). The solvent is O (water), S(O)(O)(=O)=O (sulfuric acid). Conditions: time 8 hour. Yields the product O[C@H](C(=O)O)CC1=CC=CC=C1 ((2S)-2-hydroxy-3-phenylpropionic acid). The yield is 85.0%. Reaction SMILES: N([O-])=[O:2].[Na+].N[C@H:6]([C:14]([OH:16])=[O:15])[CH2:7][C:8]1[CH:13]=[CH:12][CH:11]=[CH:10][CH:9]=1>O.S(=O)(=O)(O)O>[OH:2][C@@H:6]([CH2:7][C:8]1[CH:13]=[CH:12][CH:11]=[CH:10][CH:9]=1)[C:14]([OH:16])=[O:15] |f:0.1|. Procedure details: A solution of 14 g (217 mmol) of sodium nitrite in 20 ml of water was added dropwise to a solution of 14 g (85 mmol) of L-phenylalanine in 100 ml of 1 N sulfuric acid at 0° C. over 3 hours, and the mixture was stirred overnight at room temperature. After extraction with three 100-ml portions of ethyl acetate, the organic phase was dried over sodium sulfate. The optical purity of (2S)-2-hydroxy-3-phenylpropionic acid in this extract was 93.0% ee. The solvent was distilled off under reduced pressu... Reactants: ClCCl, COc1cc2nc(CCC(C)C)n(Cc3ccc(-c4ccccc4C(=O)OC(C)(C)C)cc3)c2cc1OC, O=C(O)C(F)(F)F. Yields the product COc1cc2nc(CCC(C)C)n(Cc3ccc(-c4ccccc4C(=O)O)cc3)c2cc1OC. Reaction SMILES: [CH2:46]([Cl:47])[Cl:48].[CH3:1][CH:2]([CH2:3][CH2:4][c:5]1[n:6][c:7]2[c:8]([n:9]1[CH2:10][c:11]1[cH:12][cH:13][c:14](-[c:17]3[c:18]([C:23](=[O:24])[O:25][C:26]([CH3:27])([CH3:28])[CH3:29])[cH:19][cH:20][cH:21][cH:22]3)[cH:15][cH:16]1)[cH:30][c:31]([O:36][CH3:37])[c:32]([O:34][CH3:35])[cH:33]2)[CH3:38].[OH:39][C:40]([C:41]([F:42])([F:43])[F:44])=[O:45]>>[CH3:1][CH:2]([CH2:3][CH2:4][c:5]1[n:6][c:7]2[c:8]([n:9]1[CH2:10][c:11]1[cH:12][cH:13][c:14](-[c:17]3[c:18]([C:23](=[O:24])[OH:25])[cH:19][cH:20][cH:21][cH:22]3)[cH:15][cH:16]1)[cH:30][c:31]([O:36][CH3:37])[c:32]([O:34][CH3:35])[cH:33]2)[CH3:38]. The reactants are [Li]C(C)(C)C, C1CCOC1, CSSC, CCCCC, Fc1nccn1C(c1ccccc1)(c1ccccc1)c1ccccc1. Product: CSc1cn(C(c2ccccc2)(c2ccccc2)c2ccccc2)c(F)n1. As a reaction SMILES: [C:26]([Li:27])([CH3:28])([CH3:29])[CH3:30].[CH2:40]1[O:41][CH2:42][CH2:43][CH2:44]1.[CH3:31][S:32][S:33][CH3:34].[CH3:35][CH2:36][CH2:37][CH2:38][CH3:39].[F:1][c:2]1[n:3]([C:7]([c:8]2[cH:9][cH:10][cH:11][cH:12][cH:13]2)([c:14]2[cH:15][cH:16][cH:17][cH:18][cH:19]2)[c:20]2[cH:21][cH:22][cH:23][cH:24][cH:25]2)[cH:4][cH:5][n:6]1>>[F:1][c:2]1[n:3]([C:7]([c:8]2[cH:9][cH:10][cH:11][cH:12][cH:13]2)([c:14]2[cH:15][cH:16][cH:17][cH:18][cH:19]2)[c:20]2[cH:21][cH:22][cH:23][cH:24][cH:25]2)[cH:4][c:5]([S:32][CH3:31])[n:6]1. The reactants are CC(=O)c1ccc(C(=O)O)s1, CO, O=Cc1ccccc1Cl, [Na+], [OH-]. Yields the product O=C(O)c1ccc(C(=O)C=Cc2ccccc2Cl)s1. RXN SMILES: [C:1]([CH3:2])(=[O:3])[c:4]1[cH:5][cH:6][c:7]([C:9](=[O:10])[OH:11])[s:8]1.[CH3:23][OH:24].[Cl:12][c:13]1[c:14]([CH:15]=[O:16])[cH:17][cH:18][cH:19][cH:20]1.[Na+:22].[OH-:21]>>[C:1]([CH:2]=[CH:15][c:14]1[c:13]([Cl:12])[cH:20][cH:19][cH:18][cH:17]1)(=[O:3])[c:4]1[cH:5][cH:6][c:7]([C:9](=[O:10])[OH:11])[s:8]1. Reactants: COC(=O)c1ncc(Br)cc1C, C[Al](C)C, C1COCCO1, Nc1ccn2cc(-c3ccccc3)nc2n1. Product: Cc1cc(Br)cnc1C(=O)Nc1ccn2cc(-c3ccccc3)nc2n1. RXN SMILES: [Br:21][c:22]1[cH:23][c:24]([CH3:32])[c:25]([C:28](=[O:29])[O:30][CH3:31])[n:26][cH:27]1.[CH3:17][Al:18]([CH3:19])[CH3:20].[O:33]1[CH2:34][CH2:35][O:36][CH2:37][CH2:38]1.[c:1]1(-[c:7]2[n:8][c:9]3[n:10]([cH:11][cH:12][c:13]([NH2:15])[n:14]3)[cH:16]2)[cH:2][cH:3][cH:4][cH:5][cH:6]1>>[c:1]1(-[c:7]2[n:8][c:9]3[n:10]([cH:11][cH:12][c:13]([NH:15][C:28]([c:25]4[c:24]([CH3:32])[cH:23][c:22]([Br:21])[cH:27][n:26]4)=[O:29])[n:14]3)[cH:16]2)[cH:2][cH:3][cH:4][cH:5][cH:6]1. The reactants are CCOC(=O)CCc1cn(Cc2ccc(OCc3nc(-c4ccccc4)oc3C)c(OCC)c2)nc1OCC, CCO, Cl, [Na+], C1CCOC1, [OH-]. Yields the product CCOc1cc(Cn2cc(CCC(=O)O)c(OCC)n2)ccc1OCc1nc(-c2ccccc2)oc1C. As a reaction SMILES: [CH2:1]([CH3:2])[O:3][c:4]1[n:5][n:6]([CH2:16][c:17]2[cH:18][c:19]([O:37][CH2:38][CH3:39])[c:20]([O:23][CH2:24][c:25]3[n:26][c:27](-[c:31]4[cH:32][cH:33][cH:34][cH:35][cH:36]4)[o:28][c:29]3[CH3:30])[cH:21][cH:22]2)[cH:7][c:8]1[CH2:9][CH2:10][C:11](=[O:12])[O:13][CH2:14][CH3:15].[CH3:48][CH2:49][OH:50].[ClH:47].[Na+:41].[O:42]1[CH2:43][CH2:44][CH2:45][CH2:46]1.[OH-:40]>>[CH2:1]([CH3:2])[O:3][c:4]1[n:5][n:6]([CH2:16][c:17]2[cH:18][c:19]([O:37][CH2:38][CH3:39])[c:20]([O:23][CH2:24][c:25]3[n:26][c:27](-[c:31]4[cH:32][cH:33][cH:34][cH:35][cH:36]4)[o:28][c:29]3[CH3:30])[cH:21][cH:22]2)[cH:7][c:8]1[CH2:9][CH2:10][C:11](=[O:12])[OH:13]. The reactants are ClC(Cl)Cl, COc1cc(Br)cc(CO)c1N. The product is COc1cc(Br)cc(C=O)c1N. RXN SMILES: [CH:13]([Cl:14])([Cl:15])[Cl:16].[NH2:1][c:2]1[c:3]([CH2:11][OH:12])[cH:4][c:5]([Br:10])[cH:6][c:7]1[O:8][CH3:9]>>[NH2:1][c:2]1[c:3]([CH:11]=[O:12])[cH:4][c:5]([Br:10])[cH:6][c:7]1[O:8][CH3:9]. Reactants: C(C)OC(CNCCNS(=O)(=O)C=1SC(=NN1)C1=C(C=C(C=C1)Cl)[N+](=O)[O-])=O (N-{2-[5-(4-chloro-2-nitrophenyl)-1,3,4-thiadiazole-2-sulfonylamino]-ethyl}-glycine ethyl ester), C(C1=CC=2OCOC2C=C1)OC(=O)NC=1NC(C=2N=CN(C2N1)CC(=O)O)=O ([2-N-(piperonyloxycarbonyl)-guanin-9-yl]-acetic acid). The product is C(C)OC(CN(C(CN1C=2N=C(NC(C2N=C1)=O)NC(=O)OCC1=CC=2OCOC2C=C1)=O)CCNS(=O)(=O)C=1SC(=NN1)C1=C(C=C(C=C1)Cl)[N+](=O)[O-])=O (N-{2-[5-(4-Chloro-2-nitrophenyl)-1,3,4-thiadiazole-2-sulfonylamino]-ethyl}-N-{[2-N-(piperonyloxycarbonyl)-guanin-9-yl]-acetyl}-glycine ethyl ester). RXN SMILES: [CH2:1]([O:3][C:4](=[O:28])[CH2:5][NH:6][CH2:7][CH2:8][NH:9][S:10]([C:13]1[S:14][C:15]([C:18]2[CH:23]=[CH:22][C:21]([Cl:24])=[CH:20][C:19]=2[N+:25]([O-:27])=[O:26])=[N:16][N:17]=1)(=[O:12])=[O:11])[CH3:2].[CH2:29]([O:39][C:40]([NH:42][C:43]1[NH:44][C:45](=[O:56])[C:46]2[N:47]=[CH:48][N:49]([CH2:52][C:53](O)=[O:54])[C:50]=2[N:51]=1)=[O:41])[C:30]1[CH:38]=[CH:37][C:36]2[O:35][CH2:34][O:33][C:32]=2[CH:31]=1>>[CH2:1]([O:3][C:4](=[O:28])[CH2:5][N:6]([CH2:7][CH2:8][NH:9][S:10]([C:13]1[S:14][C:15]([C:18]2[CH:23]=[CH:22][C:21]([Cl:24])=[CH:20][C:19]=2[N+:25]([O-:27])=[O:26])=[N:16][N:17]=1)(=[O:12])=[O:11])[C:53](=[O:54])[CH2:52][N:49]1[CH:48]=[N:47][C:46]2[C:45](=[O:56])[NH:44][C:43]([NH:42][C:40]([O:39][CH2:29][C:30]3[CH:38]=[CH:37][C:36]4[O:35][CH2:34][O:33][C:32]=4[CH:31]=3)=[O:41])=[N:51][C:50]1=2)[CH3:2]. Procedure: The title compound was synthesized by the reaction of N-{2-[5-(4-chloro-2-nitrophenyl)-1,3,4-thiadiazole-2-sulfonylamino]-ethyl}-glycine ethyl ester with N-{[2-N-(piperonyloxycarbonyl)-guanin-9-yl]-acetic acid as per the procedure of example 13. 1H NMR (400 MHz; DMSO-d6) δ 11.37 (brs, 0.4H), 11.35 (brs, 0.6H), 9.20 (brs, 1H), 8.39 (s, 1H), 8.03–7.99 (m, 1H), 7.95 (d, 0.6H), 7.92 (d, 0.4H), 7.82 (s, 0.6H), 7.79 (s, 0.4H), 7.01 (s, 1H), 6.94 (d, 1H), 6.91 (d, 1H), 6.02 (s, 2H), 5.14 (s, 3.2H), 4.9... Reaction conditions: temperature 130 celsius. The product is ClCC=1N=C(OC1)CCC (4-chloromethyl-2-propyloxazole). Reported procedure: A mixture of butyramide (19.88 g) and 1.3-dichloroacetone (24.14 g) was heated at 130° C. for 1.5 hours. After cooling, the mixture was diluted with water, neutralized with aqueous sodium bicarbonate solution and extracted with ethyl ether. The extract was washed with water, dried (MgSO4) and concentrated. The residue was purified by chromatography on silica gel with acetone-hexane (1:9) to yield 4-chloromethyl-2-propyloxazole as an oil (10.70 g 35.3%). NMR (CDCl3)δ: 0.97 (3H, t, J=7.5 Hz), 1.79... The solvent is O (water). Reaction SMILES: [C:1]([NH2:6])(=[O:5])[CH2:2][CH2:3][CH3:4].[Cl:7][CH2:8][C:9]([CH2:11]Cl)=O.C(=O)(O)[O-].[Na+]>O>[Cl:7][CH2:8][C:9]1[N:6]=[C:1]([CH2:2][CH2:3][CH3:4])[O:5][CH:11]=1 |f:2.3|. Starting materials: C(CCC)(=O)N (butyramide), ClCC(=O)CCl (1.3-dichloroacetone), C([O-])(O)=O.[Na+] (sodium bicarbonate).